Dataset: the Open Reaction Database (ORD), a public repository of structured organic reaction records. Task: describe an organic reaction: reactants, conditions, products, and yield Reactants: CCCC[N+](CCCC)(CCCC)CCCC, ClCCl, [O-][I+3]([O-])([O-])[O-], NC(=C1Sc2ccccc2C1=O)c1ccccc1. Yields the product NC(=C1C(=O)c2ccccc2S1=O)c1ccccc1. RXN SMILES: [CH2:24]([N+:25]([CH2:26][CH2:27][CH2:28][CH3:29])([CH2:30][CH2:31][CH2:32][CH3:33])[CH2:34][CH2:35][CH2:36][CH3:37])[CH2:38][CH2:39][CH3:40].[Cl:41][CH2:42][Cl:43].[I+3:19]([O-:20])([O-:21])([O-:22])[O-:23].[NH2:1][C:2](=[C:3]1[C:4](=[O:12])[c:5]2[c:6]([cH:8][cH:9][cH:10][cH:11]2)[S:7]1)[c:13]1[cH:14][cH:15][cH:16][cH:17][cH:18]1>>[NH2:1][C:2](=[C:3]1[C:4](=[O:12])[c:5]2[c:6]([cH:8][cH:9][cH:10][cH:11]2)[S:7]1=[O:20])[c:13]1[cH:14][cH:15][cH:16][cH:17][cH:18]1. The reactants are ClCCl, CN1CCN(Cc2ccc(OC3CN(C(=O)OC(C)(C)C)C3)cc2F)CC1, O=C(O)C(F)(F)F. The product is CN1CCN(Cc2ccc(OC3CNC3)cc2F)CC1. RXN SMILES: [Cl:35][CH2:36][Cl:37].[F:1][c:2]1[cH:3][c:4]([O:5][CH:6]2[CH2:7][N:8]([C:10]([O:11][C:12]([CH3:13])([CH3:14])[CH3:15])=[O:16])[CH2:9]2)[cH:17][cH:18][c:19]1[CH2:20][N:21]1[CH2:22][CH2:23][N:24]([CH3:27])[CH2:25][CH2:26]1.[F:28][C:29]([F:30])([F:31])[C:32]([OH:33])=[O:34]>>[F:1][c:2]1[cH:3][c:4]([O:5][CH:6]2[CH2:7][NH:8][CH2:9]2)[cH:17][cH:18][c:19]1[CH2:20][N:21]1[CH2:22][CH2:23][N:24]([CH3:27])[CH2:25][CH2:26]1. Reactants: FC(C(=O)NCCC1=CC=C(C=C1)OC)(F)F (2,2,2-Trifluoro-N-[2-(4-methoxyphenyl)ethyl]acetamide), COC(Cl)Cl (dichloromethyl methyl ether). Reaction SMILES: [F:1][C:2]([F:17])([F:16])[C:3]([NH:5][CH2:6][CH2:7][C:8]1[CH:13]=[CH:12][C:11]([O:14][CH3:15])=[CH:10][CH:9]=1)=[O:4].[CH3:18][O:19]C(Cl)Cl>ClCCl.[Ti](Cl)(Cl)(Cl)Cl>[F:1][C:2]([F:16])([F:17])[C:3]([NH:5][CH2:6][CH2:7][C:8]1[CH:13]=[CH:12][C:11]([O:14][CH3:15])=[C:10]([CH:18]=[O:19])[CH:9]=1)=[O:4]. Reagents/catalysts: [Ti](Cl)(Cl)(Cl)Cl (titanium tetrachloride). The yield is 87.2%. Procedure details: The product from step (a) (24.7 g, 0.1 mole) was dissolved in dry dichloromethane (500 ml) and the solution cooled to -15°. A solution of titanium tetrachloride (57.0 g, 21.6 ml, 0.3 mole) in dry dichloromethane (200 ml) was added dropwise with stirring and cooling. To the yellow-orange solution was added -dichloromethyl methyl ether (27.9 g, 22.0 ml, 0.24 mole) in dry dichloromethane (200 ml). The solution was stirred at -15° for 0.5 hr and warmed to room temperature over a period of 2 hr. The ... Solvent: ClCCl (dichloromethane), ClCCl (dichloromethane), ClCCl (dichloromethane). Yields the product FC(C(=O)NCCC1=CC(=C(C=C1)OC)C=O)(F)F (2,2,2,-Trifluoro-N-(2(3-formyl-4-methoxyphenyl)ethyl)acetamide). Reactants: O (water), ClC1=NC=CC=C1[N+](=O)[O-] (2-chloro-3-nitropyridine), N1=CC=C(C=C1)C(=O)OCC (ethyl 4-pyridinecarboxylate), C([O-])([O-])=O.[K+].[K+] (potassium carbonate). Run in C(CCC)O (n-butanol). Product: [N+](=O)([O-])C=1C(=NC=CC1)N1CCC(CC1)C(=O)OCC (Ethyl 1-(3-nitropyridin-2-yl)piperidine-4-carboxylate). The yield is 78.3%. RXN SMILES: Cl[C:2]1[C:7]([N+:8]([O-:10])=[O:9])=[CH:6][CH:5]=[CH:4][N:3]=1.[N:11]1[CH:16]=[CH:15][C:14]([C:17]([O:19][CH2:20][CH3:21])=[O:18])=[CH:13][CH:12]=1.C(=O)([O-])[O-].[K+].[K+].O>C(O)CCC>[N+:8]([C:7]1[C:2]([N:11]2[CH2:16][CH2:15][CH:14]([C:17]([O:19][CH2:20][CH3:21])=[O:18])[CH2:13][CH2:12]2)=[N:3][CH:4]=[CH:5][CH:6]=1)([O-:10])=[O:9] |f:2.3.4|. Procedure details: A mixture of 2-chloro-3-nitropyridine (1 g, 6.31 mmol), ethyl 4-pyridinecarboxylate (1.19 g, 7.57 mmol) and potassium carbonate (1.31 g, 9.47 mmol) in n-butanol (25 mL) was stirred at reflux for 2 hours, cooled to r.t., poured into water and extracted with diethyl ether. The combined organic layers were washed with brine, dried on Na2SO4 and evaporated to dryness in vacuo to afford a residue, which was purified by flash chromatography (EtOAc—Petroleum Ether 2:8) affording the title product (1.38... Procedure: 7-Bromo-1-(3-benzyloxy-phenyl)-heptane (10.2) was prepared as in 10.1 using 9.2 (0.4 g, 1.48 mmol), K2CO3 (0.612 g, 4.44 mmol) and benzyl bromide (0.278 g, 1.63 mmol). The title, compound (10.2) was isolated as a viscous liquid after purification by flash column chromatography (0.411 g, 77% yield). Product: BrCCCCCCCC1=CC(=CC=C1)OCC1=CC=CC=C1 (7-Bromo-1-(3-benzyloxy-phenyl)-heptane). Starting materials: BrCCCCCCCC1=CC(=CC=C1)O (7-Bromo-1-(3-hydroxy-phenyl)-heptane), C(=O)([O-])[O-].[K+].[K+] (K2CO3), C(C1=CC=CC=C1)Br (benzyl bromide). RXN SMILES: [Br:1][CH2:2][CH2:3][CH2:4][CH2:5][CH2:6][CH2:7][CH2:8][C:9]1[CH:14]=[CH:13][CH:12]=[C:11]([OH:15])[CH:10]=1.C([O-])([O-])=O.[K+].[K+].[CH2:22](Br)[C:23]1[CH:28]=[CH:27][CH:26]=[CH:25][CH:24]=1>>[Br:1][CH2:2][CH2:3][CH2:4][CH2:5][CH2:6][CH2:7][CH2:8][C:9]1[CH:14]=[CH:13][CH:12]=[C:11]([O:15][CH2:22][C:23]2[CH:28]=[CH:27][CH:26]=[CH:25][CH:24]=2)[CH:10]=1 |f:1.2.3|. Reactants: SCCCN1C(CC=2C(C1=O)=CC=CC2)=O (N-(3-mercaptopropyl)homophthalimide), C1(=CC=C(C=C1)S(=O)(=O)O)C (p-toluenesulfonic acid). Solvent: ClC1=C(C=CC=C1)Cl (o-dichlorobenzene). Product: O=C1N2C(=CC=3C=CC=CC13)SCCC2 (6-oxo-3,4-dihydro-2H,6H-1,3-thiazino[3,2-b]isoquinoline). As a reaction SMILES: [SH:1][CH2:2][CH2:3][CH2:4][N:5]1[C:10](=[O:11])[C:9]2=[CH:12][CH:13]=[CH:14][CH:15]=[C:8]2[CH2:7][C:6]1=O.C1(C)C=CC(S(O)(=O)=O)=CC=1>ClC1C=CC=CC=1Cl>[O:11]=[C:10]1[C:9]2[CH:12]=[CH:13][CH:14]=[CH:15][C:8]=2[CH:7]=[C:6]2[S:1][CH2:2][CH2:3][CH2:4][N:5]12. Procedure: A mixture of 112 mg. of N-(3-mercaptopropyl)homophthalimide, 172 mg. of p-toluenesulfonic acid, and 4 ml. of o-dichlorobenzene was heated to 120° C. for 30 minutes. After cooling the reaction mixture, the solvent was distilled off from the reaction mixture under reduced pressure and the residue obtained was extracted with 50 ml. of benzene. The extract was washed with water, dried over anhydrous sodium sulfate, and then the solvent was distilled off under reduced pressure. By recrystallizing the... The reactants are [N+](=O)([O-])C1=CC=C(O1)C(=O)O (5-nitro-2-furancarboxylic acid), C1(=CC=C(C=C1)S(=O)(=O)O)C (p-toluenesulfonic acid). Solvent: C(C)O (ethanol). Yields the product [N+](=O)([O-])C1=CC=C(O1)C(=O)OCC (ethyl 5-nitro-2-furancarboxylate). Reaction SMILES: [N+:1]([C:4]1[O:8][C:7]([C:9]([OH:11])=[O:10])=[CH:6][CH:5]=1)([O-:3])=[O:2].[C:12]1(C)C=CC(S(O)(=O)=O)=C[CH:13]=1>C(O)C>[N+:1]([C:4]1[O:8][C:7]([C:9]([O:11][CH2:12][CH3:13])=[O:10])=[CH:6][CH:5]=1)([O-:3])=[O:2]. Procedure details: To a solution of 39 g. of 5-nitro-2-furancarboxylic acid in 200 ml. of ethanol is added 2 ml. of p-toluenesulfonic acid. The reaction is heated for 48 hours. The reaction mixture is evaporated and methylene chloride is added to the residue. The solution is extracted with 10% sodium bicarbonate and dried over anhydrous sodium sulfate. The solution is concentrated and then filtered through Magnesol. The product is obtained by recrystallization from methylene chloride and hexane.